Dataset: the Open Reaction Database (ORD), a public repository of structured organic reaction records. Task: describe an organic reaction: reactants, conditions, products, and yield The reactants are O=C([O-])O, COC(=O)CCl, Nc1cccc(CF)c1, [Na+], O. Product: COC(=O)CNc1cccc(CF)c1. As a reaction SMILES: [C:10](=[O:11])([OH:12])[O-:13].[Cl:15][CH2:16][C:17](=[O:18])[O:19][CH3:20].[F:1][CH2:2][c:3]1[cH:4][c:5]([NH2:6])[cH:7][cH:8][cH:9]1.[Na+:14].[OH2:21]>>[F:1][CH2:2][c:3]1[cH:4][c:5]([NH:6][CH2:16][C:17](=[O:18])[O:19][CH3:20])[cH:7][cH:8][cH:9]1.